From a dataset of the Open Reaction Database (ORD), a public repository of structured organic reaction records. describe an organic reaction: reactants, conditions, products, and yield Procedure details: DIPEA (133 mg, 0.18 mL, 0.56 mmol) was added drop wise to 4-phenylamino-benzoic acid (preparation as described above) (75 mg, 0.35 mmol) in DMF (4 mL). EDCI (167 mg, 0.87 mmol) and HOBT (56 mg, 0.42 mmol) were added consecutively and, after 10 minutes, 2-amino-1-[4-(2,4-dichloro-benzoyl)-piperazin-1-yl]-ethanone in its TFA salt form (180 mg, 0.42 mmol) was added. The resulting mixture was stirred at room temperature overnight. Cold water was then added, filtered the solid precipitated. The solid... As a reaction SMILES: CCN(C(C)C)C(C)C.[C:10]1([NH:16][C:17]2[CH:25]=[CH:24][C:20]([C:21]([OH:23])=O)=[CH:19][CH:18]=2)[CH:15]=[CH:14][CH:13]=[CH:12][CH:11]=1.CCN=C=NCCCN(C)C.C1C=CC2N(O)N=NC=2C=1.[NH2:47][CH2:48][C:49]([N:51]1[CH2:56][CH2:55][N:54]([C:57](=[O:66])[C:58]2[CH:63]=[CH:62][C:61]([Cl:64])=[CH:60][C:59]=2[Cl:65])[CH2:53][CH2:52]1)=[O:50].C(O)(C(F)(F)F)=O>CN(C=O)C.O>[Cl:65][C:59]1[CH:60]=[C:61]([Cl:64])[CH:62]=[CH:63][C:58]=1[C:57]([N:54]1[CH2:53][CH2:52][N:51]([C:49](=[O:50])[CH2:48][NH:47][C:21](=[O:23])[C:20]2[CH:19]=[CH:18][C:17]([NH:16][C:10]3[CH:11]=[CH:12][CH:13]=[CH:14][CH:15]=3)=[CH:25][CH:24]=2)[CH2:56][CH2:55]1)=[O:66]. The solvent is CN(C)C=O (DMF), O (water). Reaction conditions: time 8 hour. Yield: 53.0%. The product is ClC1=C(C(=O)N2CCN(CC2)C(CNC(C2=CC=C(C=C2)NC2=CC=CC=C2)=O)=O)C=CC(=C1)Cl (N-{2-[4-(2,4-Dichloro-benzoyl)-piperazin-1-yl]-2-oxo-ethyl}-4-phenylamino-benzamide). Reactants: CCN(C(C)C)C(C)C (DIPEA), C1(=CC=CC=C1)NC1=CC=C(C(=O)O)C=C1 (4-phenylamino-benzoic acid), NCC(=O)N1CCN(CC1)C(C1=C(C=C(C=C1)Cl)Cl)=O (2-amino-1-[4-(2,4-dichloro-benzoyl)-piperazin-1-yl]-ethanone), C(=O)(C(F)(F)F)O (TFA), CCN=C=NCCCN(C)C (EDCI), C=1C=CC2=C(C1)N=NN2O (HOBT). Reactants: Cc1cn(C)c2cc([N+](=O)[O-])ccc2c1=O, Cc1cn(C)c2cccc([N+](=O)[O-])c2c1=O, CO, [H][H]. The product is Cc1cn(C)c2cccc(N)c2c1=O. RXN SMILES: [CH3:17][n:18]1[c:19]2[c:20]([cH:21][cH:22][c:23]([N+:24]([O-:25])=[O:26])[cH:27]2)[c:28](=[O:29])[c:30]([CH3:31])[cH:32]1.[CH3:1][n:2]1[cH:3][c:4]([CH3:16])[c:5](=[O:15])[c:6]2[c:7]([N+:12]([O-:13])=[O:14])[cH:8][cH:9][cH:10][c:11]12.[CH3:35][OH:36].[H:33][H:34]>>[CH3:1][n:2]1[cH:3][c:4]([CH3:16])[c:5](=[O:15])[c:6]2[c:7]([NH2:12])[cH:8][cH:9][cH:10][c:11]12. Yields the product Nc1ncc(Br)c(N2CCN(C(=O)COc3ccccc3)CC2)c1[N+](=O)[O-]. Reaction SMILES: [Br:1][c:2]1[c:3]([Cl:12])[c:4]([N+:9](=[O:10])[O-:11])[c:5]([NH2:8])[n:6][cH:7]1.[CH:30]([N:31]([CH:32]([CH3:33])[CH3:34])[CH2:35][CH3:36])([CH3:37])[CH3:38].[CH:39]([OH:40])([CH3:41])[CH3:42].[ClH:29].[O:13]([c:14]1[cH:15][cH:16][cH:17][cH:18][cH:19]1)[CH2:20][C:21](=[O:22])[N:23]1[CH2:24][CH2:25][NH:26][CH2:27][CH2:28]1>>[Br:1][c:2]1[c:3]([N:26]2[CH2:25][CH2:24][N:23]([C:21]([CH2:20][O:13][c:14]3[cH:15][cH:16][cH:17][cH:18][cH:19]3)=[O:22])[CH2:28][CH2:27]2)[c:4]([N+:9](=[O:10])[O-:11])[c:5]([NH2:8])[n:6][cH:7]1. Reactants: Nc1ncc(Br)c(Cl)c1[N+](=O)[O-], CCN(C(C)C)C(C)C, CC(C)O, Cl, O=C(COc1ccccc1)N1CCNCC1. Reactants: Cl.CO (hydrochloric acid methanol), C(O)([O-])=O.[Na+] (sodium hydrogencarbonate), 270-400, COCOC1=C(C=CC(=C1)OCOC)C(CCC1=CC=C(C=C1)OCOC)=O (1-[2,4-bis(methoxymethoxy)phenyl]-3-(4-methoxymethoxyphenyl)-1-propanone), ice water, CCCCCC.C(C)(=O)OCC (hexane ethyl acetate). Solvent: CO (methanol). Conditions: temperature 60 celsius, time 30 minute. Yields the product OC1=C(C=CC(=C1)O)C(CCC1=CC=C(C=C1)O)=O (1-(2,4-dihydroxyphenyl)-3-(4-hydroxyphenyl)-1-propanone). Yield: 86.8%. As a reaction SMILES: COC[O:4][C:5]1[CH:10]=[C:9]([O:11]COC)[CH:8]=[CH:7][C:6]=1[C:15](=[O:28])[CH2:16][CH2:17][C:18]1[CH:23]=[CH:22][C:21]([O:24]COC)=[CH:20][CH:19]=1.Cl.CO.C(=O)([O-])O.[Na+].CCCCCC.C(OCC)(=O)C>CO>[OH:4][C:5]1[CH:10]=[C:9]([OH:11])[CH:8]=[CH:7][C:6]=1[C:15](=[O:28])[CH2:16][CH2:17][C:18]1[CH:23]=[CH:22][C:21]([OH:24])=[CH:20][CH:19]=1 |f:1.2,3.4,5.6|. Procedure details: Then, 4.44 g of the so-obtained 1-[2,4-bis(methoxymethoxy)phenyl]-3-(4-methoxymethoxyphenyl)-1-propanone was dissolved in methanol, and 38 ml of a hydrochloric acid/methanol reagent was added to the solution and the mixture was stirred at 60° C. for 30 minutes. After the reaction, the reaction liquid was poured into ice water, neutralized with a saturated solution of sodium hydrogencarbonate and extracted with ethyl acetate, and the organic layer was washed with water, dried with sodium sulfate ... Reactants: FC(C(=O)O)(F)F (trifluoroacetic acid), N([C@@H]([C@H](O)C)C(=O)N[C@@H](CC(C)C)C(=O)OCC1=CC=CC=C1)C(=O)OC(C)(C)C (BOC-Thr-Leu-OBzl), C(=O)([O-])[O-].[Na+].[Na+] (Na2CO3). Run in ClCCl (dichloromethane), ClCCl (dichloromethane). Reaction conditions: time 25 minute. Yields the product N[C@@H]([C@H](O)C)C(=O)N[C@@H](CC(C)C)C(=O)OCC1=CC=CC=C1 (Thr-Leu-OBzl). Reaction SMILES: [NH:1](C(OC(C)(C)C)=O)[C@H:2]([C:6]([NH:8][C@H:9]([C:14]([O:16][CH2:17][C:18]1[CH:23]=[CH:22][CH:21]=[CH:20][CH:19]=1)=[O:15])[CH2:10][CH:11]([CH3:13])[CH3:12])=[O:7])[C@@H:3]([CH3:5])[OH:4].FC(F)(F)C(O)=O.C([O-])([O-])=O.[Na+].[Na+]>ClCCl>[NH2:1][C@H:2]([C:6]([NH:8][C@H:9]([C:14]([O:16][CH2:17][C:18]1[CH:19]=[CH:20][CH:21]=[CH:22][CH:23]=1)=[O:15])[CH2:10][CH:11]([CH3:12])[CH3:13])=[O:7])[C@@H:3]([CH3:5])[OH:4] |f:2.3.4|. Reported procedure: Compound 1 from previous step (27.5 g, 65.084 mmol) was dissolved in dichloromethane (215 mL) and the solution was treated with trifluoroacetic acid (149.9 g) which was added within 5 minutes. The reaction mixture was stirred for additional 25 minutes at room temperature to complete the reaction. For work-up, the solution was diluted with dichloromethane (300 mL) and was treated slowly with half saturated aq. Na2CO3-solution (660 mL). The biphasic mixture was intensively stirred for 15 minutes a...